Dataset: the Open Reaction Database (ORD), a public repository of structured organic reaction records. Task: describe an organic reaction: reactants, conditions, products, and yield Reactants: O.[OH-].[Li+] (Lithium hydroxide monohydrate), COC(CC1=CC2=CC=C(C=C2C(=C1C)C1=CC=C(C=C1)S(=O)(=O)C1=CC(=CC=C1)Cl)Cl)=O (6-chloro-4-[4-(3-chloro-benzenesulfonyl)-phenyl]-3-methyl-naphthalen-2-yl acetic acid methyl ester). Run in C1CCOC1.O (THF H2O). Reaction conditions: time 16 hour. The product is ClC=1C=C2C(=C(C(=CC2=CC1)CC(=O)O)C)C1=CC=C(C=C1)S(=O)(=O)C1=CC(=CC=C1)Cl (6-Chloro-4-[4-(3-chloro-benzenesulfonyl)-phenyl]-3-methyl-naphthalen-2-yl acetic acid). RXN SMILES: O.[OH-].[Li+].C[O:5][C:6](=[O:36])[CH2:7][C:8]1[C:17]([CH3:18])=[C:16]([C:19]2[CH:24]=[CH:23][C:22]([S:25]([C:28]3[CH:33]=[CH:32][CH:31]=[C:30]([Cl:34])[CH:29]=3)(=[O:27])=[O:26])=[CH:21][CH:20]=2)[C:15]2[C:10](=[CH:11][CH:12]=[C:13]([Cl:35])[CH:14]=2)[CH:9]=1>C1COCC1.O>[Cl:35][C:13]1[CH:14]=[C:15]2[C:10](=[CH:11][CH:12]=1)[CH:9]=[C:8]([CH2:7][C:6]([OH:36])=[O:5])[C:17]([CH3:18])=[C:16]2[C:19]1[CH:20]=[CH:21][C:22]([S:25]([C:28]2[CH:33]=[CH:32][CH:31]=[C:30]([Cl:34])[CH:29]=2)(=[O:27])=[O:26])=[CH:23][CH:24]=1 |f:0.1.2,4.5|. Procedure: Lithium hydroxide monohydrate (0.007 g, 0.16 mmol) was added to a stirred solution of {6-chloro-4-[4-(3-chloro-benzenesulfonyl)-phenyl]-3-methyl-naphthalen-2-yl acetic acid methyl ester (0.020 g, 0.04 mmol) in a 3:1 THF—H2O mixture (4 mL). The reaction mixture was stirred for 16 hours at room temperature. The THF was distilled off under reduced pressure, and the crude residue was diluted with water, acidified [pH˜2] via the drop-wise addition of an aqueous solution of hydrochloric acid (6.0 N). ... Starting materials: ClC=1C(=NC=C(C1)C(F)(F)F)C1=CC(=C(C=C1)C#N)OC (3-chloro-2-(4-cyano-3-methoxyphenyl)-5-trifluoromethylpyridine), Cl.N1=CC=CC=C1 (pyridine hydrochloride). Run in O (water). Product: ClC=1C(=NC=C(C1)C(F)(F)F)C1=CC(=C(C=C1)C#N)O (3-Chloro-2-(4-cyano-3-hydroxyphenyl)-5-trifluoromethylpyridine). Reaction SMILES: [Cl:1][C:2]1[C:3]([C:12]2[CH:17]=[CH:16][C:15]([C:18]#[N:19])=[C:14]([O:20]C)[CH:13]=2)=[N:4][CH:5]=[C:6]([C:8]([F:11])([F:10])[F:9])[CH:7]=1.Cl.N1C=CC=CC=1>O>[Cl:1][C:2]1[C:3]([C:12]2[CH:17]=[CH:16][C:15]([C:18]#[N:19])=[C:14]([OH:20])[CH:13]=2)=[N:4][CH:5]=[C:6]([C:8]([F:11])([F:9])[F:10])[CH:7]=1 |f:1.2|. Procedure details: 5.0 g of 3-chloro-2-(4-cyano-3-methoxyphenyl)-5-trifluoromethylpyridine and 5.5 g of pyridine hydrochloride were stirred for 2 hours at 200° C. After cooling, the reaction mixture was thoroughly stirred with 100 ml of water. The solid portion was then separated off and purified by means of column chromatography on silica gel (cyclohexane/methyl tert-butyl ether (2:1) as eluent). Yield: 3.4 g (71%) of white crystals having a melting point of 155°-157° C. Reactants: C(C)C1=NC=2C(=NC(=CC2C)C)N1CC1=CC2=C(\C(\C3=C(CC2)C=CC=C3)=C(\C#N)/C)C=C1 ((E)-2-[2-(2-Ethyl-5,7-dimethyl-3H-imidazo[4,5-b]pyridin-3-yl)methyl-10,11-dihydro-5H-dibenzo[a,d]cyclohepten-5-ylidene]propiononitrile), OCC1=CC2=C(\C(\C3=C(CC2)C=CC=C3)=C(\C#N)/C)C=C1 ((E)-2-(2-hydroxymethyl-10,11-dihydro-5H-dibenzo[a,d]cyclohepten-5-ylidene)propiononitrile). Product: C(C)C1=NC=2C(=NC(=CC2C)C)N1 (2-ethyl-5,7-dimethyl-3H-imidazo[4,5-b]pyridine). Isolated yield 227.7%. As a reaction SMILES: [CH2:1]([C:3]1[N:13](CC2C=CC3/C(=C(\C)/C#N)/C4C=CC=CC=4CCC=3C=2)[C:6]2=[N:7][C:8]([CH3:12])=[CH:9][C:10]([CH3:11])=[C:5]2[N:4]=1)[CH3:2].OCC1C=CC2/C(=C(\C)/C#N)/C3C=CC=CC=3CCC=2C=1>>[CH2:1]([C:3]1[NH:13][C:6]2=[N:7][C:8]([CH3:12])=[CH:9][C:10]([CH3:11])=[C:5]2[N:4]=1)[CH3:2]. Procedure details: [step 1] (E)-2-[2-(2-Ethyl-5,7-dimethyl-3H-imidazo[4,5-b]pyridin-3-yl)methyl-10,11-dihydro-5H-dibenzo[a,d]cyclohepten-5-ylidene]propiononitrile (399 mg, 69%) was obtained in the same manner as in step 1 of Example 36, using (E)-2-(2-hydroxymethyl-10,11-dihydro-5H-dibenzo[a,d]cyclohepten-5-ylidene)propiononitrile (367 mg, 1.3 mmol) obtained in Reference Example 6 and 2-ethyl-5,7-dimethyl-3H-imidazo[4,5-b]pyridine (366 mg, 2.1 mmol) instead of 5-chloro-2-ethyl-7-methyl-3H-imidazo[4,5-b]pyridine. Starting materials: C1(=CC=CC=C1)C (toluene), C(C)(=O)[O-].C(C)(=O)[O-].C(C)(=O)[O-].ClC1=CC=C(C=2C=CC(=C(C2)[Pb+3])CC)C=C1 (4′-chloro-4-ethylbiphen-3-yllead triacetate), C12C(CC(C(C=C1)C2)=O)=O (bicyclo[3.2.1]oct-6-ene-2,4-dione). The reagents and catalysts are CN(C1=CC=NC=C1)C (4-dimethylaminopyridine). Run in C(Cl)(Cl)Cl (chloroform). Reaction conditions: time 5 minute. Product: ClC1=CC=C(C=2C=CC(=C(C2)C2C(C3C=CC(C2=O)C3)=O)CC)C=C1 (3-(4′-chloro-4-ethylbiphen-3-yl)bicyclo[3.2.1]oct-6-ene-2,4-dione). RXN SMILES: C([O-])(=O)C.C([O-])(=O)C.C([O-])(=O)C.[Cl:13][C:14]1[CH:28]=[CH:27][C:17]([C:18]2[CH:19]=[CH:20][C:21]([CH2:25][CH3:26])=[C:22]([Pb+3])[CH:23]=2)=[CH:16][CH:15]=1.[CH:29]12[CH2:36][CH:33]([CH:34]=[CH:35]1)[C:32](=[O:37])[CH2:31][C:30]2=[O:38].C1(C)C=CC=CC=1>C(Cl)(Cl)Cl.CN(C)C1C=CN=CC=1>[Cl:13][C:14]1[CH:28]=[CH:27][C:17]([C:18]2[CH:19]=[CH:20][C:21]([CH2:25][CH3:26])=[C:22]([CH:31]3[C:32](=[O:37])[CH:33]4[CH2:36][CH:29]([CH:35]=[CH:34]4)[C:30]3=[O:38])[CH:23]=2)=[CH:16][CH:15]=1 |f:0.1.2.3|. Reported procedure: To a solution of 4′-chloro-4-ethylbiphen-3-yllead triacetate (0.478 g, 0.80 mmol) in chloroform (5 ml) is added bicyclo[3.2.1]oct-6-ene-2,4-dione (0.097 g, 0.72 mmol) (preparation described by R. Beaudegnies et al., WO2005/123667) and 4-dimethylaminopyridine (0.36 g, 2.86 mmol), and the reaction mixture is stirred at room temperature for 5 minutes. Next toluene (1 ml) is added, and the mixture is stirred at 80° C. for 2 hours (pre-heated oil bath). The reaction mixture is allowed to cool to room... Yields the product ClC1=CC=C(OCC(=C)C)C=C1 (3-(4-chlorophenoxy)-2-methyl-1-propene). Procedure details: A mixture of 4-chlorophenol (10 g, 0.078 mol) and potassium carbonate (32.25 g, 0.233 mol) in 20 ml DMF is stirred for 30 min at 25°. 1.1 Equivalents of 3-chloro-2-methyl-1-propene in 10 ml DMF is added dropwise at 0° and the mixture is allowed to warm to RT. After stirring at RT for 19 hr, the reaction is checked by thin layer chromatography (TLC) developing with 30% ethyl acetate/hexane. As some starting alcohol is still present, another 0.5 equivalent of 3-chloro-2-methyl-1-propene is added (... Conditions: time 30 minute. The reactants are alcohol, ice water, ClCC(=C)C (3-chloro-2-methyl-1-propene), ClC1=CC=C(C=C1)O (4-chlorophenol), C([O-])([O-])=O.[K+].[K+] (potassium carbonate), C(C)(=O)OCC.CCCCCC (ethyl acetate hexane), ClCC(=C)C (3-chloro-2-methyl-1-propene). As a reaction SMILES: [Cl:1][C:2]1[CH:7]=[CH:6][C:5]([OH:8])=[CH:4][CH:3]=1.C(=O)([O-])[O-].[K+].[K+].Cl[CH2:16][C:17]([CH3:19])=[CH2:18].C(OCC)(=O)C.CCCCCC>CN(C=O)C.CCOCC>[Cl:1][C:2]1[CH:7]=[CH:6][C:5]([O:8][CH2:18][C:17]([CH3:19])=[CH2:16])=[CH:4][CH:3]=1 |f:1.2.3,5.6|. Run in CCOCC (ether), CN(C)C=O (DMF), CN(C)C=O (DMF). Starting materials: NC1=C(C(=NC(=C1F)Cl)C(=O)OC)OC (Methyl 4-amino-6-chloro-5-fluoro-3-methoxypicolinate), ClC1=C(C(=C(C=C1)B1OC(C(O1)(C)C)(C)C)F)C(C)F (2-(4-chloro-2-fluoro-3-(1-fluoroethyl)phenyl)-4,4,5,5-tetramethyl-1,3,2-dioxaborolane), [F-].[K+] (KF), CC#N (CH3CN), A1. Reagents/catalysts: Cl[Pd]([P](C1=CC=CC=C1)(C2=CC=CC=C2)C3=CC=CC=C3)([P](C4=CC=CC=C4)(C5=CC=CC=C5)C6=CC=CC=C6)Cl (PdCl2(PPh3)2). Run in O (H2O). Yields the product NC1=C(C(=NC(=C1F)C1=C(C(=C(C=C1)Cl)C(C)F)F)C(=O)OC)OC (methyl 4-amino-6-(4-chloro-2-fluoro-3-(1-fluoroethyl)phenyl)-5-fluoro-3-methoxypicolinate). The yield is 81.0%. As a reaction SMILES: [NH2:1][C:2]1[C:7]([F:8])=[C:6](Cl)[N:5]=[C:4]([C:10]([O:12][CH3:13])=[O:11])[C:3]=1[O:14][CH3:15].[Cl:16][C:17]1[CH:22]=[CH:21][C:20](B2OC(C)(C)C(C)(C)O2)=[C:19]([F:32])[C:18]=1[CH:33]([F:35])[CH3:34].[F-].[K+].CC#N>Cl[Pd](Cl)([P](C1C=CC=CC=1)(C1C=CC=CC=1)C1C=CC=CC=1)[P](C1C=CC=CC=1)(C1C=CC=CC=1)C1C=CC=CC=1.O>[NH2:1][C:2]1[C:7]([F:8])=[C:6]([C:20]2[CH:21]=[CH:22][C:17]([Cl:16])=[C:18]([CH:33]([F:35])[CH3:34])[C:19]=2[F:32])[N:5]=[C:4]([C:10]([O:12][CH3:13])=[O:11])[C:3]=1[O:14][CH3:15] |f:2.3,^1:43,62|. Procedure details: Methyl 4-amino-6-chloro-5-fluoro-3-methoxypicolinate (0.400 g, 1.705 mmol), 2-(4-chloro-2-fluoro-3-(1-fluoroethyl)phenyl)-4,4,5,5-tetramethyl-1,3,2-dioxaborolane (prepared as described in WO2009029735 A1 20090305; 0.671 g, 2.216 mmol), PdCl2(PPh3)2 (0.120 g, 0.170 mmol), and KF (0.258 g, 4.43 mmol) were combined in a 1:1 mixture of CH3CN (2.84 mL) and H2O (2.84 mL). The reaction mixture was irradiated in a Biotage microwave at 115° C. in a sealed vial for 20 min. The cooled reaction mixture was ...